From a dataset of the Open Reaction Database (ORD), a public repository of structured organic reaction records. describe an organic reaction: reactants, conditions, products, and yield The reactants are CON(C(CCCCCCCCC=C)=O)C (N-methoxy-N-methyl-10-undecenamide), BrC1=C(C=CC=C1)C=COC (1-bromo-(2-methoxyethenyl)benzene), solution, C(CCC)[Li] (n-butyllithium). Solvent: C1CCOC1 (THF), C1CCOC1 (THF), CCCCCC (hexane). Conditions: time 90 minute. Yields the product COC=CC1=CC=C(C=C1)C(CCCCCCCCC=C)=O (1-(4-(2-methoxyethenyl)phenyl)-10-undecen-1-one). RXN SMILES: Br[C:2]1[CH:7]=[CH:6][CH:5]=[CH:4][C:3]=1[CH:8]=[CH:9][O:10][CH3:11].C([Li])CCC.CON(C)[C:20](=[O:31])[CH2:21][CH2:22][CH2:23][CH2:24][CH2:25][CH2:26][CH2:27][CH2:28][CH:29]=[CH2:30]>C1COCC1.CCCCCC>[CH3:11][O:10][CH:9]=[CH:8][C:3]1[CH:4]=[CH:5][C:6]([C:20](=[O:31])[CH2:21][CH2:22][CH2:23][CH2:24][CH2:25][CH2:26][CH2:27][CH2:28][CH:29]=[CH2:30])=[CH:7][CH:2]=1. Procedure: To a solution of 1-bromo-(2-methoxyethenyl)benzene (2.13 g) in THF (20 ml) at -78° is added dropwise a 2.5M solution of n-butyllithium in hexane (4.2 ml). The temperature is not allowed to rise above -55°. After 90 min, a solution of N-methoxy-N-methyl-10-undecenamide (2.3 g) in THF (5 ml) is added dropwise, and the mixture stirred an additional 60 min at -78°. The mixture is not allowed to warm, but is immediately quenched by the addition of 10% aqueous citric acid. The mixture is extracted wit... The reactants are C(C(O)CO)(=O)OC (methyl glycerate), BrC(C)O (bromoethanol), C1(=CC=C(C=C1)S(=O)(=O)O)C (p-toluene sulfonic acid). Yields the product C(C(O)CO)(=O)OCCBr (bromoethyl glycerate). Isolated yield 92.0%. RXN SMILES: [C:1]([O:7][CH3:8])(=[O:6])[CH:2]([CH2:4][OH:5])[OH:3].[Br:9][CH:10](O)C.C1(C)C=CC(S(O)(=O)=O)=CC=1>>[C:1]([O:7][CH2:8][CH2:10][Br:9])(=[O:6])[CH:2]([CH2:4][OH:5])[OH:3]. Procedure: A mixture of methyl glycerate (2 g, 0.17 moles) and bromoethanol (5.28 g, 0.42 moles was heated at 60° C. under nitrogen in the presence of a catalytic amount of p-toluene sulfonic acid for 10 h. The excess bromoethanol was removed on rotary evaporator under reduced pressure. The crude mixture was diluted with large volume of chloroform (100 mL) and the free acid was neutralized by adding anhydrous sodium carbonate. Filtration and removal of the solvent gave the crude product which was purified ... The reactants are C[Si](C)(C)C#Cc1ccc(Br)nc1, O=C([O-])[O-], CC1(C)CNC(=O)C1, Cc1ccccc1, [Cs+], [Cs+], O=C(C=Cc1ccccc1)C=Cc1ccccc1, O=C(C=Cc1ccccc1)C=Cc1ccccc1, O=C(C=Cc1ccccc1)C=Cc1ccccc1, [Pd], [Pd]. Product: CC1(C)CC(=O)N(c2ccc(C#C[Si](C)(C)C)cn2)C1. Reaction SMILES: [Br:1][c:2]1[n:3][cH:4][c:5]([C:8]#[C:9][Si:10]([CH3:11])([CH3:12])[CH3:13])[cH:6][cH:7]1.[C:22](=[O:23])([O-:24])[O-:25].[CH3:14][C:15]1([CH3:21])[CH2:16][C:17](=[O:20])[NH:18][CH2:19]1.[CH3:28][c:29]1[cH:30][cH:31][cH:32][cH:33][cH:34]1.[Cs+:26].[Cs+:27].[O:37]=[C:38]([CH:39]=[CH:40][c:41]1[cH:42][cH:43][cH:44][cH:45][cH:46]1)[CH:47]=[CH:48][c:49]1[cH:50][cH:51][cH:52][cH:53][cH:54]1.[O:55]=[C:56]([CH:57]=[CH:58][c:59]1[cH:60][cH:61][cH:62][cH:63][cH:64]1)[CH:65]=[CH:66][c:67]1[cH:68][cH:69][cH:70][cH:71][cH:72]1.[O:73]=[C:74]([CH:75]=[CH:76][c:77]1[cH:78][cH:79][cH:80][cH:81][cH:82]1)[CH:83]=[CH:84][c:85]1[cH:86][cH:87][cH:88][cH:89][cH:90]1.[Pd:35].[Pd:36]>>[c:2]1([N:18]2[C:17](=[O:20])[CH2:16][C:15]([CH3:14])([CH3:21])[CH2:19]2)[n:3][cH:4][c:5]([C:8]#[C:9][Si:10]([CH3:11])([CH3:12])[CH3:13])[cH:6][cH:7]1.